From a dataset of the Open Reaction Database (ORD), a public repository of structured organic reaction records. describe an organic reaction: reactants, conditions, products, and yield Reactants: Brc1ccc2[nH]ccc2c1, Cc1ccc(O)cc1, [K+], [K+], O=C([O-])[O-], CN(C)C=O, O. The product is Cc1ccc(Oc2ccc3[nH]ccc3c2)cc1. RXN SMILES: [Br:1][c:2]1[cH:3][c:4]2[cH:5][cH:6][nH:7][c:8]2[cH:9][cH:10]1.[CH3:11][c:12]1[cH:13][cH:14][c:15]([OH:16])[cH:17][cH:18]1.[K+:19].[K+:20].[O-:21][C:22]([O-:23])=[O:24].[O:25]=[CH:26][N:27]([CH3:28])[CH3:29].[OH2:30]>>[c:2]1([O:16][c:15]2[cH:14][cH:13][c:12]([CH3:11])[cH:18][cH:17]2)[cH:3][c:4]2[cH:5][cH:6][nH:7][c:8]2[cH:9][cH:10]1. Reactants: crude product, C(C)(C)(C)OC(NC1=C(C=C(C(=C1)C)C(F)(F)F)N)=O ((2-amino-5-methyl-4-trifluoromethyl-phenyl)-carbamic acid tert-butyl ester), C(C)(C)(C)OC(CC(=O)C1=CC(=CC=C1)C1=NC=NC(=C1)C)=O (3-[3-(6-methyl-pyrimidin-4-yl)-phenyl]-3-oxo-propionic acid tert-butyl ester). The product is CC1=CC2=C(NC(CC(=N2)C2=CC(=CC=C2)C2=NC=NC(=C2)C)=O)C=C1C(F)(F)F (7-Methyl-4-[3-(6-methyl-pyrimidin-4-yl)-phenyl]-8-trifluoromethyl-1,3-dihydro-benzo[b][1,4]diazepin-2-one), solid. RXN SMILES: C(OC(=O)[NH:7][C:8]1[CH:13]=[C:12]([CH3:14])[C:11]([C:15]([F:18])([F:17])[F:16])=[CH:10][C:9]=1[NH2:19])(C)(C)C.C(O[C:26](=[O:43])[CH2:27][C:28]([C:30]1[CH:35]=[CH:34][CH:33]=[C:32]([C:36]2[CH:41]=[C:40]([CH3:42])[N:39]=[CH:38][N:37]=2)[CH:31]=1)=O)(C)(C)C>>[CH3:14][C:12]1[C:11]([C:15]([F:16])([F:17])[F:18])=[CH:10][C:9]2[NH:19][C:26](=[O:43])[CH2:27][C:28]([C:30]3[CH:35]=[CH:34][CH:33]=[C:32]([C:36]4[CH:41]=[C:40]([CH3:42])[N:39]=[CH:38][N:37]=4)[CH:31]=3)=[N:7][C:8]=2[CH:13]=1. Procedure: The title compound was prepared from (2-amino-5-methyl-4-trifluoromethyl-phenyl)-carbamic acid tert-butyl ester (Example J20) (145 mg, 0.5 mmol) and 3-[3-(6-methyl-pyrimidin-4-yl)-phenyl]-3-oxo-propionic acid tert-butyl ester (Example K41) (187 mg, 0.6 mmol) according to the general procedure M and subsequent treatment of the crude product according to the general procedure N. Obtained as a light yellow solid (59 mg). Reactants: BrB(Br)Br, COc1ccc2cc(Br)ccc2c1C, ClCCl, O. Yields the product Cc1c(O)ccc2cc(Br)ccc12. As a reaction SMILES: [B:15]([Br:16])([Br:17])[Br:18].[Br:1][c:2]1[cH:3][c:4]2[cH:5][cH:6][c:7]([O:13][CH3:14])[c:8]([CH3:12])[c:9]2[cH:10][cH:11]1.[Cl:20][CH2:21][Cl:22].[OH2:19]>>[Br:1][c:2]1[cH:3][c:4]2[cH:5][cH:6][c:7]([OH:13])[c:8]([CH3:12])[c:9]2[cH:10][cH:11]1.